Dataset: the Open Reaction Database (ORD), a public repository of structured organic reaction records. Task: describe an organic reaction: reactants, conditions, products, and yield Starting materials: O (Water), ice, FeCl3, N(=C=O)C(C)(C)C1=CC(=CC=C1)OC (1-(1-Isocyanato-1-methylethyl)-3-methoxybenzene). Run in ClCCCl (DCE), solvent. The product is COC=1C=C2C(NC(C2=CC1)=O)(C)C (5-Methoxy-3,3-dimethyl-2,3-dihydroisoindol-1-one). RXN SMILES: [N:1]([C:4]([C:7]1[CH:12]=[CH:11][CH:10]=[C:9]([O:13][CH3:14])[CH:8]=1)([CH3:6])[CH3:5])=[C:2]=[O:3].O>ClCCCl>[CH3:14][O:13][C:9]1[CH:8]=[C:7]2[C:12](=[CH:11][CH:10]=1)[C:2](=[O:3])[NH:1][C:4]2([CH3:6])[CH3:5]. Reported procedure: To an ice-cold slurry of FeCl3 (35.69 g, 220 mmol) in dry DCE (800 mL) is added a solution of isocyanate 56 (19.12 g, 100.0 mmol) in the same solvent (100 mL) over 45 min. After completion of the addition, GC analysis of an aliquot indicates complete reaction. Water (600 mL) is added and the resulting mixture is stirred vigorously. The layers are separated, and the organic phase is washed 2×1 L with 1 M tartaric acid solution and once with brine. The solution is dried (MgSO4), filtered and evapo... Starting materials: C1(CC1)CN(C1=NC(=CC=C1CN(C#N)CC1=CC(=CC(=C1)C(F)(F)F)C(F)(F)F)F)CC1CC1 ([2-(bis-cyclopropylmethy-amino)-6-fluoro-pyridin-3-ylmethyl]-(3,5-bis-trifluoromethyl-benzyl)-cyanamide), O (water), [N-]=[N+]=[N-].[Na+] (sodium azide). Reagents/catalysts: [Br-].[Zn+2].[Br-] (zinc bromide). The solvent is C(C)(C)O (isopropanol). Yields the product C1(CC1)CN(C1=NC(=CC=C1C=O)F)CC1CC1 (2-(bis-cyclopropylmethyl-amino)-6-fluoro-pyridine-3-carbaldehyde), product. Yield: 91.0%. RXN SMILES: [CH:1]1([CH2:4][N:5]([CH2:32][CH:33]2[CH2:35][CH2:34]2)[C:6]2[C:11]([CH2:12]N(CC3C=C(C(F)(F)F)C=C(C(F)(F)F)C=3)C#N)=[CH:10][CH:9]=[C:8]([F:31])[N:7]=2)[CH2:3][CH2:2]1.[OH2:36].[N-]=[N+]=[N-].[Na+]>C(O)(C)C.[Br-].[Zn+2].[Br-]>[CH:1]1([CH2:4][N:5]([CH2:32][CH:33]2[CH2:35][CH2:34]2)[C:6]2[C:11]([CH:12]=[O:36])=[CH:10][CH:9]=[C:8]([F:31])[N:7]=2)[CH2:3][CH2:2]1 |f:2.3,5.6.7|. Reported procedure: To [2-(bis-cyclopropylmethy-amino)-6-fluoro-pyridin-3-ylmethyl]-(3,5-bis-trifluoromethyl-benzyl)-cyanamide (244 mg, 0.5 mmol) stirred in isopropanol (5 mL) and water (10 mL) was added sodium azide (38.4 mg, 0.55 mmol) and zinc bromide (115.6 mg, 0.5 mmol). After stirring at reflux overnight, the solution was extracted with ethyl acetate (2×15 mL). The combined organic layers were washed with water and brine, dried over sodium sulfate, filtered and then concentrated under vacuum to give the title... Starting materials: CC(C)(C)OC(=O)NCC(=O)O, CC(O)CNC(C)(C)CC(=O)NC1CSc2ccccc2N(Cc2ccc(-c3ccccc3CNC(=O)OC(C)(C)C)cc2)C1=O. Product: CC(CNC(C)(C)CC(=O)NC1CSc2ccccc2N(Cc2ccc(-c3ccccc3CNC(=O)OC(C)(C)C)cc2)C1=O)OC(=O)CNC(=O)OC(C)(C)C. As a reaction SMILES: [C:47]([CH3:48])([CH3:49])([CH3:50])[O:51][C:52](=[O:53])[NH:54][CH2:55][C:56](=[O:57])[OH:58].[OH:1][CH:2]([CH2:3][NH:4][C:5]([CH2:6][C:7](=[O:8])[NH:9][CH:10]1[CH2:11][S:12][c:13]2[c:14]([cH:40][cH:41][cH:42][cH:43]2)[N:15]([CH2:18][c:19]2[cH:20][cH:21][c:22](-[c:25]3[c:26]([CH2:31][NH:32][C:33](=[O:34])[O:35][C:36]([CH3:37])([CH3:38])[CH3:39])[cH:27][cH:28][cH:29][cH:30]3)[cH:23][cH:24]2)[C:16]1=[O:17])([CH3:44])[CH3:45])[CH3:46]>>[O:1]([CH:2]([CH2:3][NH:4][C:5]([CH2:6][C:7](=[O:8])[NH:9][CH:10]1[CH2:11][S:12][c:13]2[c:14]([cH:40][cH:41][cH:42][cH:43]2)[N:15]([CH2:18][c:19]2[cH:20][cH:21][c:22](-[c:25]3[c:26]([CH2:31][NH:32][C:33](=[O:34])[O:35][C:36]([CH3:37])([CH3:38])[CH3:39])[cH:27][cH:28][cH:29][cH:30]3)[cH:23][cH:24]2)[C:16]1=[O:17])([CH3:44])[CH3:45])[CH3:46])[C:56]([CH2:55][NH:54][C:52]([O:51][C:47]([CH3:48])([CH3:49])[CH3:50])=[O:53])=[O:57]. Reactants: COC(=O)c1cc(Br)cc2c1OC(c1ccccc1)(c1ccccc1)O2, [C-]#N, CCOC(C)=O, [K+], C1COCCOCCOCCOCCOCCO1, CN(C)C=O, O, c1ccccc1, c1ccc(P(c2ccccc2)(c2ccccc2)[Pd](P(c2ccccc2)(c2ccccc2)c2ccccc2)(P(c2ccccc2)(c2ccccc2)c2ccccc2)P(c2ccccc2)(c2ccccc2)c2ccccc2)cc1. Yields the product COC(=O)c1cc(C#N)cc2c1OC(c1ccccc1)(c1ccccc1)O2. Reaction SMILES: [Br:1][c:2]1[cH:3][c:4]([C:23](=[O:24])[O:25][CH3:26])[c:5]2[c:6]([cH:22]1)[O:7][C:8]([c:10]1[cH:11][cH:12][cH:13][cH:14][cH:15]1)([c:16]1[cH:17][cH:18][cH:19][cH:20][cH:21]1)[O:9]2.[C-:27]#[N:28].[CH3:48][CH2:49][O:50][C:51]([CH3:52])=[O:53].[K+:29].[O:30]1[CH2:31][CH2:32][O:33][CH2:34][CH2:35][O:36][CH2:37][CH2:38][O:39][CH2:40][CH2:41][O:42][CH2:43][CH2:44][O:45][CH2:46][CH2:47]1.[O:60]=[CH:61][N:62]([CH3:63])[CH3:64].[OH2:142].[cH:54]1[cH:55][cH:56][cH:57][cH:58][cH:59]1.[cH:65]1[cH:66][cH:67][c:68]([P:69]([Pd:70]([P:71]([c:72]2[cH:73][cH:74][cH:75][cH:76][cH:77]2)([c:78]2[cH:79][cH:80][cH:81][cH:82][cH:83]2)[c:84]2[cH:85][cH:86][cH:87][cH:88][cH:89]2)([P:90]([c:91]2[cH:92][cH:93][cH:94][cH:95][cH:96]2)([c:97]2[cH:98][cH:99][cH:100][cH:101][cH:102]2)[c:103]2[cH:104][cH:105][cH:106][cH:107][cH:108]2)[P:109]([c:110]2[cH:111][cH:112][cH:113][cH:114][cH:115]2)([c:116]2[cH:117][cH:118][cH:119][cH:120][cH:121]2)[c:122]2[cH:123][cH:124][cH:125][cH:126][cH:127]2)([c:128]2[cH:129][cH:130][cH:131][cH:132][cH:133]2)[c:134]2[cH:135][cH:136][cH:137][cH:138][cH:139]2)[cH:140][cH:141]1>>[c:2]1([C:27]#[N:28])[cH:3][c:4]([C:23](=[O:24])[O:25][CH3:26])[c:5]2[c:6]([cH:22]1)[O:7][C:8]([c:10]1[cH:11][cH:12][cH:13][cH:14][cH:15]1)([c:16]1[cH:17][cH:18][cH:19][cH:20][cH:21]1)[O:9]2. The reactants are ClC[C@@H](CN1C(=NC(=C1)C=1SC=CC1)CCC1=NN2C(C=CC=C2C)=N1)O ((R)-1-Chloro-3-{2-[2-(5-methyl-[1,2,4]triazolo[1,5-a]pyridin-2-yl)-ethyl]-4-thiophen-2-yl-imidazol-1-yl}-propan-2-ol), solution, CNC (dimethylamine), CO (methanol). Solvent: CS(=O)C (DMSO). Reaction conditions: temperature 100 celsius, time 30 minute. The product is CN(C[C@@H](CN1C(=NC(=C1)C=1SC=CC1)CCC1=NN2C(C=CC=C2C)=N1)O)C ((S)-1-Dimethylamino-3-{2-[2-(5-methyl-[1,2,4]triazolo[1,5-a]pyridin-2-yl)-ethyl]-4-thiophen-2-yl-imidazol-1-yl}-propan-2-ol). Yield: 100.0%. RXN SMILES: Cl[CH2:2][C@H:3]([OH:27])[CH2:4][N:5]1[CH:9]=[C:8]([C:10]2[S:11][CH:12]=[CH:13][CH:14]=2)[N:7]=[C:6]1[CH2:15][CH2:16][C:17]1[N:26]=[C:20]2[CH:21]=[CH:22][CH:23]=[C:24]([CH3:25])[N:19]2[N:18]=1.[CH3:28][NH:29][CH3:30].CO>CS(C)=O>[CH3:28][N:29]([CH3:30])[CH2:2][C@H:3]([OH:27])[CH2:4][N:5]1[CH:9]=[C:8]([C:10]2[S:11][CH:12]=[CH:13][CH:14]=2)[N:7]=[C:6]1[CH2:15][CH2:16][C:17]1[N:26]=[C:20]2[CH:21]=[CH:22][CH:23]=[C:24]([CH3:25])[N:19]2[N:18]=1. Reported procedure: To a solution of (R)-1-Chloro-3-{2-[2-(5-methyl-[1,2,4]triazolo[1,5-a]pyridin-2-yl)-ethyl]-4-thiophen-2-yl-imidazol-1-yl}-propan-2-ol (2 mg, 0.005 mmol) in DMSO (0.5 mL) was added a 2M solution of dimethylamine in methanol (100 μL, 0.2 mmol), the reaction vessel was capped and stirred at 100° C. for 30 minutes. The volatiles were removed in vacuo and the residue purified by preparative LC-MS to yield the title compound. 100% yield, LC-MS: m/z=411.4 (MH+), tR=0.33 minutes, method B. Reaction conditions: time 1 hour. Procedure: To tert-butyl 4-(3-isoquinolyl)piperazine-1-carboxylate (201 mg, 0.64 mmol) was added a 1:1 mixture of DCM and trifluoroacetic acid, the resulting mixture was stirred at room temperature for one hour. The volatiles were removed under reduced pressure, the residue was dissolved in THF and evaporated again. The residue was dissolved in THF and 4N HCl in 1,4-dioxane was added to precipitate the hydrochloride salt which was collected by filtration and dried under reduced pressure. 123 mg of a solid ... Reactants: FC(C(=O)O)(F)F (trifluoroacetic acid), C(Cl)Cl (DCM), C1=NC(=CC2=CC=CC=C12)N1CCN(CC1)C(=O)OC(C)(C)C (tert-butyl 4-(3-isoquinolyl)piperazine-1-carboxylate). The product is Cl.N1(CCNCC1)C1=NC2=CC=CC=C2C=C1 (2-piperazin-1-ylquinoline hydrochloride). As a reaction SMILES: [CH:1]1[C:10]2[C:5](=[CH:6][CH:7]=[CH:8][CH:9]=2)[CH:4]=[C:3]([N:11]2[CH2:16][CH2:15][N:14](C(OC(C)(C)C)=O)[CH2:13][CH2:12]2)[N:2]=1.FC(F)(F)C(O)=O.C(Cl)[Cl:32]>>[ClH:32].[N:11]1([C:3]2[CH:4]=[CH:5][C:10]3[C:1](=[CH:6][CH:7]=[CH:8][CH:9]=3)[N:2]=2)[CH2:12][CH2:13][NH:14][CH2:15][CH2:16]1 |f:3.4|. Starting materials: C(C1=CC=CC=C1)OC1=CC=C(C(CBr)=O)C=C1 (4-benzyloxyphenacyl bromide), C(C)OCC (diethyl ether), ice water. The solvent is O1CCCC1 (tetrahydrofuran). Reaction SMILES: [CH2:1]([O:8][C:9]1[CH:18]=[CH:17][C:12]([C:13](=[O:16])[CH2:14][Br:15])=[CH:11][CH:10]=1)[C:2]1[CH:7]=[CH:6][CH:5]=[CH:4][CH:3]=1.C(OCC)C>O1CCCC1>[CH2:1]([O:8][C:9]1[CH:18]=[CH:17][C:12]([C@@H:13]([OH:16])[CH2:14][Br:15])=[CH:11][CH:10]=1)[C:2]1[CH:3]=[CH:4][CH:5]=[CH:6][CH:7]=1. Isolated yield 56.3%. The product is C(C1=CC=CC=C1)OC1=CC=C(C=C1)[C@H](CBr)O ((R)-1-(4-benzyloxyphenyl)-2-bromoethanol). Conditions: temperature -25 celsius, time 4 hour. Procedure: A solution of 23 g of (+)-diisopinocamphenylchloroborane dissolved in 30 ml of tetrahydrofuran was cooled to -25° C. Thereto was added 12 g of 4-benzyloxyphenacyl bromide. The resulting mixture was stirred for 4 hours at -20° to -15° C. The reaction mixture was added to a mixture of 150 ml of diethyl ether and 100 ml of ice water. The organic layer was separated, washed with water and a saturated aqueous sodium chloride solution in this order, and dried over anhydrous magnesium sulfate. The solv... The reactants are CCOCC (ether), [N+](=O)([O-])C=1C=C(C=C2C3(C(NC12)=O)CCCCC3)C=3C=C(C#N)C=C(C3)F (3-(7′-nitro-1′,2′-dihydro-2′-oxospiro-[cyclohexane-1,3′-[3H]indol]-5′-yl)-5-fluorobenzonitrile), [Sn] (tin). Solvent: Cl (HCl), C(C)(=O)O (acetic acid), Cl (hydrochloric acid). Run at time 30 minute. Product: NC=1C=C(C=C2C3(C(NC12)=O)CCCCC3)C=3C=C(C#N)C=C(C3)F (3-(7′-Amino-1′,2′-dihydro-2′-oxospiro[cyclohexane-1,3′-[3H]indol]-5′-yl)-5-fluoro-benzonitrile). Isolated yield 52.2%. RXN SMILES: [N+:1]([C:4]1[CH:5]=[C:6]([C:19]2[CH:20]=[C:21]([CH:24]=[C:25]([F:27])[CH:26]=2)[C:22]#[N:23])[CH:7]=[C:8]2[C:12]=1[NH:11][C:10](=[O:13])[C:9]12[CH2:18][CH2:17][CH2:16][CH2:15][CH2:14]1)([O-])=O.[Sn].CCOCC>C(O)(=O)C.Cl>[NH2:1][C:4]1[CH:5]=[C:6]([C:19]2[CH:20]=[C:21]([CH:24]=[C:25]([F:27])[CH:26]=2)[C:22]#[N:23])[CH:7]=[C:8]2[C:12]=1[NH:11][C:10](=[O:13])[C:9]12[CH2:14][CH2:15][CH2:16][CH2:17][CH2:18]1 |^3:27|. Reported procedure: To a solution of 3-(7′-nitro-1′,2′-dihydro-2′-oxospiro-[cyclohexane-1,3′-[3H]indol]-5′-yl)-5-fluorobenzonitrile (1.0 eq, 0.16 g, 0.4 mmol) in glacial acetic acid (4 mL) at room temperature was added a solution of tin II chloride dihydrate (0.25 g, 1.1 mmol) in hydrochloric acid (2 mL). The yellow mixture was boiled for 30 min at which point the yellow color disappeared. After cooling to room temperature, 1 N HCl (10 mL) and ether (20 mL) were added. The layers were separated and the aqueous phas... RXN SMILES: [CH2:1]([CH3:2])[O:3][C:4](=[O:5])[c:6]1[o:7][c:8]2[c:9]([c:10]1[CH3:11])[c:12]([C:16]#[N:17])[cH:13][cH:14][cH:15]2.[CH2:22]1[O:23][CH2:24][CH2:25][CH2:26]1.[CH3:18][OH:19].[Li+:21].[OH-:20]>>[O:3]=[C:4]([OH:5])[c:6]1[o:7][c:8]2[c:9]([c:10]1[CH3:11])[c:12]([C:16]#[N:17])[cH:13][cH:14][cH:15]2. Product: Cc1c(C(=O)O)oc2cccc(C#N)c12. Reactants: CCOC(=O)c1oc2cccc(C#N)c2c1C, C1CCOC1, CO, [Li+], [OH-]. Starting materials: FC=1C=C(C=C2C=CN(C(C12)=O)C1=NC=CC(=C1C=O)C1=NN(C(C(=C1)NC1=NN2C(CN(CC2)C)=C1)=O)C)C(C#N)(C)C (2-(8-fluoro-2-{3-formyl-4-[1-methyl-5-(5-methyl-4,5,6,7-tetrahydro-pyrazolo[1,5-a]pyrazin-2-ylamino)-6-oxo-1,6-dihydro-pyridazin-3-yl]-pyridin-2-yl}-1-oxo-1,2-dihydro-isoquinolin-6-yl)-2-methyl -propionitrile), C(Cl)Cl (DCM), [BH4-].[Na+] (sodium borohydride). Solvent: CO (methanol). Conditions: temperature 0 celsius, time 40 minute. Product: FC=1C=C(C=C2C=CN(C(C12)=O)C1=NC=CC(=C1CO)C1=NN(C(C(=C1)NC1=NN2C(CN(CC2)C)=C1)=O)C)C(C#N)(C)C (2-(8-fluoro-2-{3-hydroxymethyl-4-[1-methyl-5-(5-methyl-4,5,6,7-tetrahydro-pyrazolo[1,5-a]pyrazin-2-ylamino)-6-oxo-1,6-dihydro-pyridazin-3-yl]-pyridin-2-yl}-1-oxo-1,2-dihydro-isoquinolin-6-yl)-2-methyl-proprionitrile). RXN SMILES: [F:1][C:2]1[CH:3]=[C:4]([C:40]([CH3:44])([CH3:43])[C:41]#[N:42])[CH:5]=[C:6]2[C:11]=1[C:10](=[O:12])[N:9]([C:13]1[C:18]([CH:19]=[O:20])=[C:17]([C:21]3[CH:26]=[C:25]([NH:27][C:28]4[CH:37]=[C:31]5[CH2:32][N:33]([CH3:36])[CH2:34][CH2:35][N:30]5[N:29]=4)[C:24](=[O:38])[N:23]([CH3:39])[N:22]=3)[CH:16]=[CH:15][N:14]=1)[CH:8]=[CH:7]2.C(Cl)Cl.[BH4-].[Na+]>CO>[F:1][C:2]1[CH:3]=[C:4]([C:40]([CH3:44])([CH3:43])[C:41]#[N:42])[CH:5]=[C:6]2[C:11]=1[C:10](=[O:12])[N:9]([C:13]1[C:18]([CH2:19][OH:20])=[C:17]([C:21]3[CH:26]=[C:25]([NH:27][C:28]4[CH:37]=[C:31]5[CH2:32][N:33]([CH3:36])[CH2:34][CH2:35][N:30]5[N:29]=4)[C:24](=[O:38])[N:23]([CH3:39])[N:22]=3)[CH:16]=[CH:15][N:14]=1)[CH:8]=[CH:7]2 |f:2.3|. Procedure details: In a 25 mL round-bottomed flask, 2-(8-fluoro-2-{3-formyl-4-[1-methyl-5-(5-methyl-4,5,6,7-tetrahydro-pyrazolo[1,5-a]pyrazin-2-ylamino)-6-oxo-1,6-dihydro-pyridazin-3-yl]-pyridin-2-yl}-1-oxo-1,2-dihydro-isoquinolin-6-yl)-2-methyl -propionitrile (800 mg, 1.35 mmol, 1.0 equiv.) was combined with dry DCM (25 ml) and dry methanol (5 mL) to give a light yellow solution. The reaction mixture was cooled to 0° C. and sodium borohydride (91.8 mg, 2.43 mmol, Eq: 1.8) was added. The reaction mixture was stirr...